This data is from the Open Reaction Database (ORD), a public repository of structured organic reaction records. The task is: describe an organic reaction: reactants, conditions, products, and yield Starting materials: C(C)(C)(C)OC(NC1C(N(C2=CC=C(C=C2C1)C1=CSC=C1)CC1=CC=CC=C1)=O)=O ((1-Benzyl-2-oxo-6-(thiophen-3-yl)-1,2,3,4-tetrahydroquinolin-3-yl)-carbamic acid tert-butyl ester), 3D, C(C1=CC=CC=C1)N1C(C(CC2=CC(=CC=C12)Br)NS(=O)(=O)C1=CC=CC=C1)=O (N-(1-Benzyl-6-bromo-2-oxo-1,2,3,4-tetrahydroquinolin-3-yl)-benzenesulfonamide). Product: C(C1=CC=CC=C1)N1C(C(CC2=CC(=CC=C12)C1=CSC=C1)NS(=O)(=O)C1=CC=CC=C1)=O (N-(1-Benzyl-2-oxo-6-(thiophen-3-yl)-1,2,3,4-tetrahydroquinolin-3-yl)-benzenesulfonamide). As a reaction SMILES: C(OC(=O)[NH:7][CH:8]1[CH2:17][C:16]2[C:11](=[CH:12][CH:13]=[C:14]([C:18]3[CH:22]=[CH:21][S:20][CH:19]=3)[CH:15]=2)[N:10]([CH2:23][C:24]2[CH:29]=[CH:28][CH:27]=[CH:26][CH:25]=2)[C:9]1=[O:30])(C)(C)C.C(N1C2C(=CC(Br)=CC=2)CC(N[S:51]([C:54]2[CH:59]=[CH:58][CH:57]=[CH:56][CH:55]=2)(=[O:53])=[O:52])C1=O)C1C=CC=CC=1>>[CH2:23]([N:10]1[C:11]2[C:16](=[CH:15][C:14]([C:18]3[CH:22]=[CH:21][S:20][CH:19]=3)=[CH:13][CH:12]=2)[CH2:17][CH:8]([NH:7][S:51]([C:54]2[CH:59]=[CH:58][CH:57]=[CH:56][CH:55]=2)(=[O:53])=[O:52])[C:9]1=[O:30])[C:24]1[CH:25]=[CH:26][CH:27]=[CH:28][CH:29]=1. Procedure details: The title compound (6 mg) was prepared from 12A (14.5 mg, somewhat impure) according to the procedures described in 3D and 3E. HPLC/MS retention time=3.9 min (Phenomenex Luna 5 micron C18 4.6 mm×50 mm column eluted with a 0% to 100% B solvent gradient over 4 min; solvent A=90% H2O, 10% MeOH, 10 mM NH4OAc and solvent B=10% H2O, 90% MeOH, 10 mM NH4OAc; flow rate=4.0 mL/min; UV detection at 220 nm); m/z=475 [M+H]+. Starting materials: OCC=Cc1cncc(Br)c1, ClCCl, [Na+], O=C([O-])O, O=S(Cl)Cl. Product: ClCC=Cc1cncc(Br)c1. As a reaction SMILES: [Br:1][c:2]1[cH:3][c:4]([CH:8]=[CH:9][CH2:10][OH:11])[cH:5][n:6][cH:7]1.[CH2:21]([Cl:22])[Cl:23].[Na+:20].[O-:16][C:17]([OH:18])=[O:19].[S:12]([Cl:13])([Cl:14])=[O:15]>>[Br:1][c:2]1[cH:3][c:4]([CH:8]=[CH:9][CH2:10][Cl:14])[cH:5][n:6][cH:7]1. Starting materials: C(C)NC (ethylmethylamine), C(#N)C1=CNC2=CC=C(C=C12)CCNC(C1=CC=C(C=C1)C1=NC(=NC=C1)Cl)=O (N-[2-(3-Cyano-1H-indol-5-yl)-ethyl]-4-[2-chloro-pyrimidin-4-yl]-benzamide). The product is C(#N)C1=CNC2=CC=C(C=C12)CCNC(C1=CC=C(C=C1)C1=NC(=NC=C1)N(C)CC)=O (N-[2-(3-cyano-1H-indol-5-y)-ethyl]-4-[2-(ethyl-methyl-amino)-pyrimidin-4-yl]-benzamide). Reaction SMILES: [CH2:1]([NH:3][CH3:4])[CH3:2].[C:5]([C:7]1[C:15]2[C:10](=[CH:11][CH:12]=[C:13]([CH2:16][CH2:17][NH:18][C:19](=[O:33])[C:20]3[CH:25]=[CH:24][C:23]([C:26]4[CH:31]=[CH:30][N:29]=[C:28](Cl)[N:27]=4)=[CH:22][CH:21]=3)[CH:14]=2)[NH:9][CH:8]=1)#[N:6]>>[C:5]([C:7]1[C:15]2[C:10](=[CH:11][CH:12]=[C:13]([CH2:16][CH2:17][NH:18][C:19](=[O:33])[C:20]3[CH:25]=[CH:24][C:23]([C:26]4[CH:31]=[CH:30][N:29]=[C:28]([N:3]([CH2:1][CH3:2])[CH3:4])[N:27]=4)=[CH:22][CH:21]=3)[CH:14]=2)[NH:9][CH:8]=1)#[N:6]. Procedure details: Using ethylmethylamine and N-[2-(3-Cyano-1H-indol-5-yl)-ethyl]-4-[2-chloro-pyrimidin-4-yl]-benzamide (reference example 1az) as substrates. 1H NMR (DMSO) δ 1.15 (t, 3H, J=7 Hz); 2.99 (bt, 2H); 3.17 (s, 3H); 3.56 (m, 2H); 3.73 (m, 2H); 7.20 (m, 2H); 7.50 (m, 2H); 7.94 (d, 2H, J=7 Hz); 8.20 (m, 3H); 8.44 (d, 1H, J=5 Hz); 8.69 (bs, 1H); 12.14 (bs, 1H). MS (ion spray) m/z 425 (M+H)+. Starting materials: ClCCN(S(=O)(=O)NC1=CC=CC=C1)CCCl (N,N-bis(2-chloroethyl)-N′-phenylsulphamide), [H-].[Na+] (NaH). Run in CN(C)C=O (DMF), CN(C)C=O (DMF). Reaction conditions: time 12 hour. Yields the product ClCCN1S(N(CC1)C1=CC=CC=C1)(=O)=O (2-(2-Chloroethyl)-5-phenyl-1,2,5-thiadiazolidine-1,1-dioxide). RXN SMILES: [Cl:1][CH2:2][CH2:3][N:4]([CH2:15][CH2:16]Cl)[S:5]([NH:8][C:9]1[CH:14]=[CH:13][CH:12]=[CH:11][CH:10]=1)(=[O:7])=[O:6].[H-].[Na+]>CN(C=O)C>[Cl:1][CH2:2][CH2:3][N:4]1[CH2:15][CH2:16][N:8]([C:9]2[CH:14]=[CH:13][CH:12]=[CH:11][CH:10]=2)[S:5]1(=[O:7])=[O:6] |f:1.2|. Reported procedure: Using a slow dropper, a solution of 12.6 g of the product obtained in Step 2 above in 25 ml of DMF is introduced onto a suspension of 1.4 g of NaH in 175 ml of DMF and stirring is carried out for 12 hours. The reaction mixture is then poured onto ice in order to bring about crystallisation of the expected product.